Dataset: the Open Reaction Database (ORD), a public repository of structured organic reaction records. Task: describe an organic reaction: reactants, conditions, products, and yield Starting materials: OCC(CO)OCN1C=2N=C(NC(C2N=C1)=O)N (9-(1,3-dihydroxy-2-propoxymethyl)guanine). The reagents and catalysts are CN(C1=CC=NC=C1)C (4-dimethylaminopyridine). The solvent is C(C)(=O)OC(C)=O (acetic anhydride). Conditions: time 3 day. Product: C(C)(=O)OCC(COC(C)=O)OCN1C=2N=C(NC(C2N=C1)=O)N (9-(1,3-diacetyloxy-2-propoxymethyl)guanine). Yield: 181.5%. Reaction SMILES: [OH:1][CH2:2][CH:3]([O:6][CH2:7][N:8]1[CH:16]=[N:15][C:14]2[C:13](=[O:17])[NH:12][C:11]([NH2:18])=[N:10][C:9]1=2)[CH2:4][OH:5]>CN(C)C1C=CN=CC=1.C(OC(=O)C)(=O)C>[C:2]([O:1][CH2:2][CH:3]([O:6][CH2:7][N:8]1[CH:16]=[N:15][C:14]2[C:13](=[O:17])[NH:12][C:11]([NH2:18])=[N:10][C:9]1=2)[CH2:4][O:5][C:13](=[O:17])[CH3:14])(=[O:1])[CH3:3]. Reported procedure: A mixture of 3.00 g of 9-(1,3-dihydroxy-2-propoxymethyl)guanine, 300 mg of 4-dimethylaminopyridine, and 100 ml of acetic anhydride was vigorously stirred for 3 days at room temperature. The acetic anhydride was removed by evaporation at reduced pressure and the residue recrystallized from methanol to give 3.62 g of 9-(1,3-diacetyloxy-2-propoxymethyl)guanine, m.p. 237°-239° C. The reactants are [Cl-].[NH4+] (ammonium chloride), [H-].[Na+] (sodium hydride), CN(C=O)C (N,N-dimethylformamide), C(CC(=O)OC(C)C)(=O)OC(C)C (1,3-bis(propan-2-yl) propanedioate), [H][H] (hydrogen), 3-dibromo-2,2-dimethoxypropane. The product is COC1(CC(C1)(C(=O)OC(C)C)C(=O)OC(C)C)OC (dipropan-2-yl 3,3-dimethoxycyclobutane-1,1-dicarboxylate). The yield is 58.2%. RXN SMILES: [H-].[Na+].[C:3]([O:12][CH:13]([CH3:15])[CH3:14])(=[O:11])[CH2:4][C:5]([O:7][CH:8]([CH3:10])[CH3:9])=[O:6].[H][H].[Cl-].[NH4+].CN(C)[CH:22]=[O:23]>>[CH3:5][O:7][C:8]1([O:23][CH3:22])[CH2:10][C:4]([C:5]([O:7][CH:8]([CH3:9])[CH3:10])=[O:6])([C:3]([O:12][CH:13]([CH3:15])[CH3:14])=[O:11])[CH2:9]1 |f:0.1,4.5|. Reported procedure: To a stirred suspension of sodium hydride (96.5 g, 2.413 mol, 60% in mineral oil) in dry N,N-dimethylformamide (900 ml) was added 1,3-bis(propan-2-yl) propanedioate (363.3 g, 1.930 mol) dropwise under nitrogen at a rate such that the temperature was maintained below 70° C. On cessation of hydrogen evolution, the mixture was heated to 130° C., to 3-dibromo-2,2-dimethoxypropane (252.8 g, 0.965 mol) was then introduced in one portion. The mixture was heated under reflux for 48 hours. The cooled mix... Reactants: C(C)(C)(C)OC(=O)N1CC(C1)(O)C=1N(C2=NC(=NC(=C2N1)N1CCOCC1)N1C(=NC2=C1C=CC=C2)CC)C (3-[2-(2-ethylbenzoimidazol-1-yl)-9-methyl-6-morpholin-4-yl-9H-purin-8-yl]-3-hydroxyazetidine-1-carboxylic acid tert-butyl ester), C(=O)(C(F)(F)F)O (TFA). The solvent is C(Cl)Cl (DCM). Reaction conditions: time 1.5 hour. Yields the product C(C)C1=NC2=C(N1C1=NC(=C3N=C(N(C3=N1)C)C1(CNC1)O)N1CCOCC1)C=CC=C2 (3-[2-(2-Ethylbenzoimidazol-1-yl)-9-methyl-6-morpholin-4-yl-9H-purin-8-yl]azetidine-3-ol). Isolated yield 89.3%. As a reaction SMILES: C(OC([N:8]1[CH2:11][C:10]([C:13]2[N:14]([CH3:39])[C:15]3[C:20]([N:21]=2)=[C:19]([N:22]2[CH2:27][CH2:26][O:25][CH2:24][CH2:23]2)[N:18]=[C:17]([N:28]2[C:32]4[CH:33]=[CH:34][CH:35]=[CH:36][C:31]=4[N:30]=[C:29]2[CH2:37][CH3:38])[N:16]=3)([OH:12])[CH2:9]1)=O)(C)(C)C.C(O)(C(F)(F)F)=O>C(Cl)Cl>[CH2:37]([C:29]1[N:28]([C:17]2[N:16]=[C:15]3[C:20]([N:21]=[C:13]([C:10]4([OH:12])[CH2:11][NH:8][CH2:9]4)[N:14]3[CH3:39])=[C:19]([N:22]3[CH2:27][CH2:26][O:25][CH2:24][CH2:23]3)[N:18]=2)[C:32]2[CH:33]=[CH:34][CH:35]=[CH:36][C:31]=2[N:30]=1)[CH3:38]. Procedure: To a solution of 3-[2-(2-ethylbenzoimidazol-1-yl)-9-methyl-6-morpholin-4-yl-9H-purin-8-yl]-3-hydroxyazetidine-1-carboxylic acid tert-butyl ester (620 mg, 1.16 mmol) in DCM (5 mL) was added TFA (2 mL) and the resulting mixture allowed to stir for 1.5 h at r.t. The reaction mixture was loaded onto an Isolute® SCX-2 cartridge which was washed with DCM and MeOH and the product eluted with 2M NH3/MeOH affording 3-[2-(2-Ethylbenzoimidazol-1-yl)-9-methyl-6-morpholin-4-yl-9H-purin-8-yl]azetidine-3-ol as... Reactants: NC=1C=C(C(=O)O)C=CC1F (3-amino-4-fluorobenzoic acid), C/C/1=C(/C(=O)OC1=O)\C (dimethylmaleic anhydride). Solvent: C(C)(=O)O (acetic acid). Conditions: time 12 hour. Yields the product FC1=C(C=C(C=C1)C(=O)O)N1C(C(=C(C1=O)C)C)=O (N-(2-fluoro-5-carboxyphenyl)-2,3-dimethylmaleic acid imide). The yield is 89.1%. Reaction SMILES: [NH2:1][C:2]1[CH:3]=[C:4]([CH:8]=[CH:9][C:10]=1[F:11])[C:5]([OH:7])=[O:6].[CH3:12][C:13]1=[C:14]([CH3:20])[C:15]([O:17][C:18]1=O)=[O:16]>C(O)(=O)C>[F:11][C:10]1[CH:9]=[CH:8][C:4]([C:5]([OH:7])=[O:6])=[CH:3][C:2]=1[N:1]1[C:15](=[O:16])[C:14]([CH3:20])=[C:13]([CH3:12])[C:18]1=[O:17]. Reported procedure: A mixture of 46.5 g of 3-amino-4-fluorobenzoic acid and 37.8 g of dimethylmaleic anhydride in 200 ml of glacial acetic acid is stirred for 12 hours at an oil bath temperature of 130°-40°. After cooling, the mixture is poured onto ice-water, and the resulting precipitate is filtered with suction, washed with water and dried. Recrystallisation from ethanol/water yields 70.3 g of N-(2-fluoro-5-carboxyphenyl)-2,3-dimethylmaleic acid imide which melts at 238°-240°. Starting materials: CN(S(=O)(=O)N1C(=NC(=C1)C(CC1=CC=CC=C1)O)[Si](C)(C)C(C)(C)C)C (2-(tert-butyl-dimethyl-silanyl)-4-(1-hydroxy-2-phenyl-ethyl)-imidazole-1-sulfonic acid dimethylamide), [H-].[Na+] (NaH), CI (MeI). Run in CCOC(=O)C (EtOAc), C1CCOC1 (THF). Reaction conditions: time 1 hour. Yields the product CN(S(=O)(=O)N1C(=NC(=C1)C(CC1=CC=CC=C1)OC)[Si](C)(C)C(C)(C)C)C (2-(tert-butyl-dimethyl-silanyl)-4-(1-methoxy-2-phenyl-ethyl)-imidazole-1-sulfonic acid dimethylamide). Reaction SMILES: [CH3:1][N:2]([CH3:27])[S:3]([N:6]1[CH:10]=[C:9]([CH:11]([OH:19])[CH2:12][C:13]2[CH:18]=[CH:17][CH:16]=[CH:15][CH:14]=2)[N:8]=[C:7]1[Si:20]([C:23]([CH3:26])([CH3:25])[CH3:24])([CH3:22])[CH3:21])(=[O:5])=[O:4].[H-].[Na+].[CH3:30]I>C1COCC1.CCOC(C)=O>[CH3:27][N:2]([CH3:1])[S:3]([N:6]1[CH:10]=[C:9]([CH:11]([O:19][CH3:30])[CH2:12][C:13]2[CH:14]=[CH:15][CH:16]=[CH:17][CH:18]=2)[N:8]=[C:7]1[Si:20]([C:23]([CH3:24])([CH3:26])[CH3:25])([CH3:21])[CH3:22])(=[O:4])=[O:5] |f:1.2|. Procedure: To a stirred solution of 2-(tert-butyl-dimethyl-silanyl)-4-(1-hydroxy-2-phenyl-ethyl)-imidazole-1-sulfonic acid dimethylamide (160 mg) at r.t. in THF (5 ml) under an argon atmosphere was added NaH (18 mg; 55% dispersion in mineral oil) in one portion. After 1 hour stirring at r.t., MeI (0.04 ml) was added and stirring at r.t. was continued overnight. The mixture was diluted with EtOAc and washed with H2O. The aqueous phase was back extracted with EtOAc. The combined organics were washed with H2O... The reactants are ClCCl, CS(=O)(=O)O, C=C(C)OC(=O)CN=[N+]=[N-]. Product: CS(=O)(=O)OC(=O)CN=[N+]=[N-]. As a reaction SMILES: [CH2:16]([Cl:17])[Cl:18].[CH3:11][S:12]([OH:13])(=[O:14])=[O:15].[N:1](=[N+:2]=[N-:3])[CH2:4][C:5](=[O:6])[O:7][C:8]([CH3:9])=[CH2:10]>>[N:1](=[N+:2]=[N-:3])[CH2:4][C:5](=[O:6])[O:7][S:12]([CH3:11])(=[O:13])=[O:14].